From a dataset of the Open Reaction Database (ORD), a public repository of structured organic reaction records. describe an organic reaction: reactants, conditions, products, and yield RXN SMILES: [Br:1][c:2]1[n:3][c:4]([CH2:8][O:9][CH3:10])[cH:5][cH:6][cH:7]1.[C:11]([C:12]([CH3:13])([CH3:14])[CH3:15])(=[O:16])[NH-:17].[C:18](=[O:19])([O-:20])[O-:21].[C:24]([O-:25])(=[O:26])[CH3:27].[C:29]([O-:30])(=[O:31])[CH3:32].[Cs+:22].[Cs+:23].[O:33]1[CH2:34][CH2:35][O:36][CH2:37][CH2:38]1.[Pd+2:28]>>[c:2]1([NH:17][C:11]([C:12]([CH3:13])([CH3:14])[CH3:15])=[O:16])[n:3][c:4]([CH2:8][O:9][CH3:10])[cH:5][cH:6][cH:7]1. Starting materials: COCc1cccc(Br)n1, CC(C)(C)C([NH-])=O, O=C([O-])[O-], CC(=O)[O-], CC(=O)[O-], [Cs+], [Cs+], C1COCCO1, [Pd+2]. The product is COCc1cccc(NC(=O)C(C)(C)C)n1. Reactants: O=C(Cl)Cc1ccc(F)cc1, CC(C)C(=O)Nc1cccc(C2CCN(CCCCO)CC2)c1. The product is CC(C)C(=O)Nc1cccc(C2CCN(CCCCOC(=O)Cc3ccc(F)cc3)CC2)c1. Reaction SMILES: [F:24][c:25]1[cH:26][cH:27][c:28]([CH2:31][C:32](=[O:33])[Cl:34])[cH:29][cH:30]1.[OH:1][CH2:2][CH2:3][CH2:4][CH2:5][N:6]1[CH2:7][CH2:8][CH:9]([c:12]2[cH:13][c:14]([NH:18][C:19]([CH:20]([CH3:21])[CH3:22])=[O:23])[cH:15][cH:16][cH:17]2)[CH2:10][CH2:11]1>>[O:1]([CH2:2][CH2:3][CH2:4][CH2:5][N:6]1[CH2:7][CH2:8][CH:9]([c:12]2[cH:13][c:14]([NH:18][C:19]([CH:20]([CH3:21])[CH3:22])=[O:23])[cH:15][cH:16][cH:17]2)[CH2:10][CH2:11]1)[C:32]([CH2:31][c:28]1[cH:27][cH:26][c:25]([F:24])[cH:30][cH:29]1)=[O:33]. Starting materials: C(C1=CC=CC=C1)NC(=O)C1=C(N=C(S1)N1N=NC(=C1)C(=O)OCC)C (ethyl 1-(5-(benzylcarbamoyl)-4-methylthiazol-2-yl)-1H-1,2,3-triazole-4-carboxylate), C(C1=CC=CC=C1)NC(=O)C1=C(N=C(S1)N1N=NC(=C1C)C(=O)OCC)C (ethyl 1-(5-(benzylcarbamoyl)-4-methylthiazol-2-yl)-5-methyl-1H-1,2,3-triazole-4-carboxylate). Product: C(C1=CC=CC=C1)NC(=O)C1=C(N=C(S1)N1N=NC(=C1C)C(=O)O)C (1-(5-(benzylcarbamoyl)-4-methylthiazol-2-yl)-5-methyl-1H-1,2,3-triazole-4-carboxylic acid). The yield is 73.0%. As a reaction SMILES: C(NC(C1SC(N2C=C(C(OCC)=O)N=N2)=NC=1C)=O)C1C=CC=CC=1.[CH2:27]([NH:34][C:35]([C:37]1[S:41][C:40]([N:42]2[C:46]([CH3:47])=[C:45]([C:48]([O:50]CC)=[O:49])[N:44]=[N:43]2)=[N:39][C:38]=1[CH3:53])=[O:36])[C:28]1[CH:33]=[CH:32][CH:31]=[CH:30][CH:29]=1>>[CH2:27]([NH:34][C:35]([C:37]1[S:41][C:40]([N:42]2[C:46]([CH3:47])=[C:45]([C:48]([OH:50])=[O:49])[N:44]=[N:43]2)=[N:39][C:38]=1[CH3:53])=[O:36])[C:28]1[CH:29]=[CH:30][CH:31]=[CH:32][CH:33]=1. Procedure: Following the procedure as described in Example 17, making variations as necessary to replace ethyl 1-(5-(benzylcarbamoyl)-4-methylthiazol-2-yl)-1H-1,2,3-triazole-4-carboxylate with ethyl 1-(5-(benzylcarbamoyl)-4-methylthiazol-2-yl)-5-methyl-1H-1,2,3-triazole-4-carboxylate, the title compound was obtained as a white solid in 73% yield (0.24 g): MS (ES+) m/z 358.3 (M+1). The reactants are CCCC(O)C(=O)NC(C(=O)OC(C)(C)C)C(N)C(C)C, CC(C)C(NC(=O)OC(C)(C)C)C(=O)O, CCN=C=NCCCN(C)C, ClCCl, Cl, On1nnc2ccccc21. The product is CCCC(O)C(=O)N(C(=O)C(NC(=O)OC(C)(C)C)C(C)C)C(C(=O)OC(C)(C)C)C(N)C(C)C. RXN SMILES: [C:1]([CH3:2])([CH3:3])([CH3:4])[O:5][C:6]([CH:7]([NH:8][C:9]([CH:10]([CH2:11][CH2:12][CH3:13])[OH:14])=[O:15])[CH:16]([CH:17]([CH3:18])[CH3:19])[NH2:20])=[O:21].[C:22](=[O:23])([O:24][C:25]([CH3:26])([CH3:27])[CH3:28])[NH:29][CH:30]([CH:31]([CH3:32])[CH3:33])[C:34](=[O:35])[OH:36].[CH2:48]([N:49]=[C:50]=[N:51][CH2:52][CH2:53][CH2:54][N:55]([CH3:56])[CH3:57])[CH3:58].[Cl:59][CH2:60][Cl:61].[ClH:47].[OH:37][n:38]1[c:39]2[cH:40][cH:41][cH:42][cH:43][c:44]2[n:45][n:46]1>>[C:1]([CH3:2])([CH3:3])([CH3:4])[O:5][C:6]([CH:7]([N:8]([C:9]([CH:10]([CH2:11][CH2:12][CH3:13])[OH:14])=[O:15])[C:34]([CH:30]([NH:29][C:22](=[O:23])[O:24][C:25]([CH3:26])([CH3:27])[CH3:28])[CH:31]([CH3:32])[CH3:33])=[O:35])[CH:16]([CH:17]([CH3:18])[CH3:19])[NH2:20])=[O:21]. Starting materials: C1(CCCC1)OC=1C=C(C=CC1OC)C1(CCC2(CC1)OCCO2)C#C (4-(3-cyclopentyloxy-4-methoxyphenyl)-1,1-(ethylenedioxy)-4-ethynylcyclohexane), IC=1C(=C(C=CC1)O)[N+](=O)[O-] (3-iodonitrophenol), C1(=CC=CC=C1)P(C1=CC=CC=C1)C1=CC=CC=C1 (triphenylphosphine). The reagents and catalysts are C=1C=CC(=CC1)[P](C=2C=CC=CC2)(C=3C=CC=CC3)[Pd]([P](C=4C=CC=CC4)(C=5C=CC=CC5)C=6C=CC=CC6)([P](C=7C=CC=CC7)(C=8C=CC=CC8)C=9C=CC=CC9)[P](C=1C=CC=CC1)(C=1C=CC=CC1)C=1C=CC=CC1 (tetrakis(triphenylphosphine)palladium(0)), [Cu]I (copper(I) iodide). Run in N1CCCCC1 (piperidine), ClCCl (dichloromethane). Conditions: temperature 70 celsius. Product: C1OC2(CCC(CC2)(C#CC2=CC(=CC=C2)[N+](=O)[O-])C2=CC(=C(C=C2)OC)OC2CCCC2)OC1 (1,1-(ethylenedioxy)-4-(3-cyclopentyloxy-4-methoxyphenyl)-4-(3-nitrophenylethynyl)cyclohexane). Reaction SMILES: [CH:1]1([O:6][C:7]2[CH:8]=[C:9]([C:15]3([C:25]#[CH:26])[CH2:20][CH2:19][C:18]4([O:24][CH2:23][CH2:22][O:21]4)[CH2:17][CH2:16]3)[CH:10]=[CH:11][C:12]=2[O:13][CH3:14])[CH2:5][CH2:4][CH2:3][CH2:2]1.I[C:28]1[C:29]([N+:35]([O-:37])=[O:36])=[C:30](O)[CH:31]=[CH:32][CH:33]=1.C1(P(C2C=CC=CC=2)C2C=CC=CC=2)C=CC=CC=1>N1CCCCC1.ClCCl.C1C=CC([P]([Pd]([P](C2C=CC=CC=2)(C2C=CC=CC=2)C2C=CC=CC=2)([P](C2C=CC=CC=2)(C2C=CC=CC=2)C2C=CC=CC=2)[P](C2C=CC=CC=2)(C2C=CC=CC=2)C2C=CC=CC=2)(C2C=CC=CC=2)C2C=CC=CC=2)=CC=1.[Cu]I>[CH2:23]1[CH2:22][O:21][C:18]2([CH2:19][CH2:20][C:15]([C:9]3[CH:10]=[CH:11][C:12]([O:13][CH3:14])=[C:7]([O:6][CH:1]4[CH2:2][CH2:3][CH2:4][CH2:5]4)[CH:8]=3)([C:25]#[C:26][C:33]3[CH:32]=[CH:31][CH:30]=[C:29]([N+:35]([O-:37])=[O:36])[CH:28]=3)[CH2:16][CH2:17]2)[O:24]1 |^1:69,71,90,109|. Reported procedure: To a solution of 4-(3-cyclopentyloxy-4-methoxyphenyl)-1,1-(ethylenedioxy)-4-ethynylcyclohexane (0.14 g, 0.38 mmol) and 3-iodonitrophenol (0.10 g, 0.38 mmol) in piperidine (2 mL) under an argon atmosphere were added tetrakis(triphenylphosphine)palladium(0) (0.02 g, 4%), copper(I) iodide (0.005 g, 6%) and a small crystal of triphenylphosphine. After heating at 70° C. for 0.33 h, the mixture was diluted with dichloromethane, was washed with 1N hydrochloric acid, was dried (magnesium sulfate) and wa... Reported procedure: Prepared according to the method of Example 1 from 1-adamantaneethylamine hydrochloride (0.102 g) and 2,3-dichlorobenzoyl chloride (0.102 g) to give the title compound as a white solid (0.090 g). Yields the product ClC1=C(C(=O)NCCC23CC4CC(CC(C2)C4)C3)C=CC=C1Cl (2,3-Dichloro-N-(2-[tricyclo[3.3.1.13,7]dec-1-yl]ethyl)-benzamide). Reactants: Cl.C12(CC3CC(CC(C1)C3)C2)CCN (1-adamantaneethylamine hydrochloride), ClC1=C(C(=O)Cl)C=CC=C1Cl (2,3-dichlorobenzoyl chloride). As a reaction SMILES: Cl.[C:2]12([CH2:12][CH2:13][NH2:14])[CH2:11][CH:6]3[CH2:7][CH:8]([CH2:10][CH:4]([CH2:5]3)[CH2:3]1)[CH2:9]2.[Cl:15][C:16]1[C:24]([Cl:25])=[CH:23][CH:22]=[CH:21][C:17]=1[C:18](Cl)=[O:19]>>[Cl:15][C:16]1[C:24]([Cl:25])=[CH:23][CH:22]=[CH:21][C:17]=1[C:18]([NH:14][CH2:13][CH2:12][C:2]12[CH2:9][CH:8]3[CH2:7][CH:6]([CH2:5][CH:4]([CH2:10]3)[CH2:3]1)[CH2:11]2)=[O:19] |f:0.1|. Isolated yield 54.0%. Reactants: CC1CN(Cc2cnc(-c3cccnc3N3CCC4(CC3)OCCO4)s2)CC(C)N1, [Na+], [Na+], O=C([O-])[O-], O. Product: CC1CN(Cc2cnc(-c3cccnc3N3CCC(=O)CC3)s2)CC(C)N1. RXN SMILES: [CH3:1][CH:2]1[CH2:3][N:4]([CH2:9][c:10]2[cH:11][n:12][c:13](-[c:15]3[c:16]([N:21]4[CH2:22][CH2:23][C:24]5([O:25][CH2:28][CH2:27][O:26]5)[CH2:29][CH2:30]4)[n:17][cH:18][cH:19][cH:20]3)[s:14]2)[CH2:5][CH:6]([CH3:8])[NH:7]1.[Na+:31].[Na+:32].[O-:33][C:34](=[O:35])[O-:36].[OH2:37]>>[CH3:1][CH:2]1[CH2:3][N:4]([CH2:9][c:10]2[cH:11][n:12][c:13](-[c:15]3[c:16]([N:21]4[CH2:22][CH2:23][C:24](=[O:25])[CH2:29][CH2:30]4)[n:17][cH:18][cH:19][cH:20]3)[s:14]2)[CH2:5][CH:6]([CH3:8])[NH:7]1. Starting materials: C(CCC)OC1=NC(=C2N=C(N(C2=N1)CCCCCC1CCNCC1)OC)N (2-(butyloxy)-8-(methyloxy)-9-[5-(4-piperidinyl)pentyl]-9H-purin-6-amine), IC1CCCC1 (iodocyclopentane). The product is NC1=C2NC(N(C2=NC(=N1)OCCCC)CCCCCC1CCN(CC1)C1CCCC1)=O (6-Amino-2-(butyloxy)-9-[5-(1-cyclopentyl-4-piperidinyl)pentyl]-7,9-dihydro-8H-purin-8-one). RXN SMILES: [CH2:1]([O:5][C:6]1[N:14]=[C:13]2[C:9]([N:10]=[C:11]([O:26]C)[N:12]2[CH2:15][CH2:16][CH2:17][CH2:18][CH2:19][CH:20]2[CH2:25][CH2:24][NH:23][CH2:22][CH2:21]2)=[C:8]([NH2:28])[N:7]=1)[CH2:2][CH2:3][CH3:4].I[CH:30]1[CH2:34][CH2:33][CH2:32][CH2:31]1>>[NH2:28][C:8]1[N:7]=[C:6]([O:5][CH2:1][CH2:2][CH2:3][CH3:4])[N:14]=[C:13]2[C:9]=1[NH:10][C:11](=[O:26])[N:12]2[CH2:15][CH2:16][CH2:17][CH2:18][CH2:19][CH:20]1[CH2:21][CH2:22][N:23]([CH:30]2[CH2:34][CH2:33][CH2:32][CH2:31]2)[CH2:24][CH2:25]1. Procedure: Prepared similarly to Example 14 from 2-(butyloxy)-8-(methyloxy)-9-[5-(4-piperidinyl)pentyl]-9H-purin-6-amine and iodocyclopentane. Reactants: Intermediate 9, NC1=C(C=CC=C1)C(=O)C=1SC=CC1 ((2-aminophenyl)(2-thienyl)methanone), NC=1C(=NC=CC1)Cl (3-amino-2-chloropyridine). The product is NC=1C(=NC=CC1)NC1=C(C=CC=C1)C(=O)C=1SC=CC1 ([2-[(3-Amino-2-pyridinyl)amino]phenyl](2-thienyl)methanone). As a reaction SMILES: [NH2:1][C:2]1[CH:7]=[CH:6][CH:5]=[CH:4][C:3]=1[C:8]([C:10]1[S:11][CH:12]=[CH:13][CH:14]=1)=[O:9].[NH2:15][C:16]1[C:17](Cl)=[N:18][CH:19]=[CH:20][CH:21]=1>>[NH2:15][C:16]1[C:17]([NH:1][C:2]2[CH:7]=[CH:6][CH:5]=[CH:4][C:3]=2[C:8]([C:10]2[S:11][CH:12]=[CH:13][CH:14]=2)=[O:9])=[N:18][CH:19]=[CH:20][CH:21]=1. Procedure details: In accordance with the procedure of Intermediate 9, (2-aminophenyl)(2-thienyl)methanone, prepared by the method of Steinkopf & Gunther, Ann. 522, 28-34 (1936), is reacted with 3-amino-2-chloropyridine to give the title compound.